From a dataset of the Open Reaction Database (ORD), a public repository of structured organic reaction records. describe an organic reaction: reactants, conditions, products, and yield Reactants: C[Sn](C)(C)CCCCBr, Cc1ccccc1, [Na+], O, Cc1ccc(S(=O)[O-])cc1. The product is Cc1ccc(S(=O)(=O)CCCC[Sn](C)(C)C)cc1. As a reaction SMILES: [Br:13][CH2:14][CH2:15][CH2:16][CH2:17][Sn:18]([CH3:19])([CH3:20])[CH3:21].[CH3:22][c:23]1[cH:24][cH:25][cH:26][cH:27][cH:28]1.[Na+:11].[OH2:12].[c:1]1([CH3:10])[cH:2][cH:3][c:4]([S:7](=[O:8])[O-:9])[cH:5][cH:6]1>>[c:1]1([CH3:10])[cH:2][cH:3][c:4]([S:7](=[O:8])(=[O:9])[CH2:14][CH2:15][CH2:16][CH2:17][Sn:18]([CH3:19])([CH3:20])[CH3:21])[cH:5][cH:6]1. Reactants: BrC(F)(F)P(OCC)(OCC)=O (diethyl bromodifluoromethylphosphonate), C(C=C)C1=C2C=CN(C2=C(C=C1O)C)C(=O)OC(C)(C)C (tert-Butyl 4-allyl-5-hydroxy-7-methyl-1H-indole-1-carboxylate), [OH-].[K+] (KOH), [OH-].[K+] (KOH). The solvent is C(C)#N (acetonitrile), O (water). Conditions: time 1 hour. Product: C(C=C)C1=C2C=CN(C2=C(C=C1OC(F)F)C)C(=O)OC(C)(C)C (tert-Butyl 4-allyl-5-(difluoromethoxy)-7-methyl-1H-indole-1-carboxylate). As a reaction SMILES: [CH2:1]([C:4]1[C:12]([OH:13])=[CH:11][C:10]([CH3:14])=[C:9]2[C:5]=1[CH:6]=[CH:7][N:8]2[C:15]([O:17][C:18]([CH3:21])([CH3:20])[CH3:19])=[O:16])[CH:2]=[CH2:3].[OH-].[K+].Br[C:25](P(=O)(OCC)OCC)([F:27])[F:26]>C(#N)C.O>[CH2:1]([C:4]1[C:12]([O:13][CH:25]([F:27])[F:26])=[CH:11][C:10]([CH3:14])=[C:9]2[C:5]=1[CH:6]=[CH:7][N:8]2[C:15]([O:17][C:18]([CH3:21])([CH3:20])[CH3:19])=[O:16])[CH:2]=[CH2:3] |f:1.2|. Procedure: tert-Butyl 4-allyl-5-hydroxy-7-methyl-1H-indole-1-carboxylate (3.6 g, 12.53 mmol) was dissolved in acetonitrile (62.6 mL) and water (62.6 mL), then KOH (14.06 g, 251 mmol) was added and the solution was stirred until all the KOH went into solution. The resulting solution was then cooled to −78° C. (solution froze) and diethyl bromodifluoromethylphosphonate (4.45 mL, 25.06 mmol) was added. The reaction was removed from the dry ice bath and allowed to warm to room temperature. After 1 hour, EtOAc ...